From a dataset of the Open Reaction Database (ORD), a public repository of structured organic reaction records. describe an organic reaction: reactants, conditions, products, and yield Reactants: [Br-], BrCc1ccc(I)cc1, CC(C)c1nc2c([nH]1)CCCC2=O, Cc1ccccc1, CCCC[N+](CCCC)(CCCC)CCCC, [Na+], [OH-]. Yields the product CC(C)c1nc2c(n1Cc1ccc(I)cc1)C(=O)CCC2. As a reaction SMILES: [Br-:32].[Br:14][CH2:15][c:16]1[cH:17][cH:18][c:19]([I:22])[cH:20][cH:21]1.[CH3:1][CH:2]([CH3:3])[c:4]1[n:5][c:6]2[c:7]([nH:8]1)[CH2:9][CH2:10][CH2:11][C:12]2=[O:13].[CH3:25][c:26]1[cH:27][cH:28][cH:29][cH:30][cH:31]1.[CH3:33][CH2:34][CH2:35][CH2:36][N+:37]([CH2:38][CH2:39][CH2:40][CH3:41])([CH2:42][CH2:43][CH2:44][CH3:45])[CH2:46][CH2:47][CH2:48][CH3:49].[Na+:24].[OH-:23]>>[CH3:1][CH:2]([CH3:3])[c:4]1[n:5]([CH2:15][c:16]2[cH:17][cH:18][c:19]([I:22])[cH:20][cH:21]2)[c:6]2[c:7]([n:8]1)[CH2:9][CH2:10][CH2:11][C:12]2=[O:13]. Starting materials: CC(=O)NC(C)(C)[C@@H]1CC2(CCN(CC2)C(=O)OC(C)(C)C)c3cc(Cl)c(C)cc13, Cc1cc(O)ccc1B2OC(C)(C)C(C)(C)O2. Reagents/catalysts: CCN=P(N=P(N(C)C)(N(C)C)N(C)C)(N(C)C)N(C)C (P2-Et), CC(C)c1cc(C(C)C)c(-c2ccccc2[PH](C(C)(C)C)(C(C)(C)C)[Pd]2(OS(C)(=O)=O)Nc3ccccc3-c3ccccc32)c(C(C)C)c1 (tBuXphos G3). Run in CS(C)=O (DMSO), O (water), CS(C)=O (DMSO), CS(C)=O (DMSO), CS(C)=O (DMSO). Conditions: time 22 hour. The product is CC(=O)NC(C)(C)[C@@H]1CC2(CCN(CC2)C(=O)OC(C)(C)C)c3cc(c(C)cc13)c4ccc(O)cc4C, CC(=O)NC(C)(C)[C@@H]1CC2(CCN(CC2)C(=O)OC(C)(C)C)c3cc(Cl)c(C)cc13, c1ccc(-c2ccccc2)cc1. Starting materials: O=Cc1cc(OCc2ccc(F)cc2F)c(Br)c(=O)n1-c1c(F)cccc1F, C1COCCN1, ClCCl. The product is O=c1c(Br)c(OCc2ccc(F)cc2F)cc(CN2CCOCC2)n1-c1c(F)cccc1F. RXN SMILES: [Br:1][c:2]1[c:3]([O:19][CH2:20][c:21]2[c:22]([F:28])[cH:23][c:24]([F:27])[cH:25][cH:26]2)[cH:4][c:5]([CH:17]=[O:18])[n:6](-[c:9]2[c:10]([F:16])[cH:11][cH:12][cH:13][c:14]2[F:15])[c:7]1=[O:8].[CH2:29]1[CH2:30][O:31][CH2:32][CH2:33][NH:34]1.[Cl:35][CH2:36][Cl:37]>>[Br:1][c:2]1[c:3]([O:19][CH2:20][c:21]2[c:22]([F:28])[cH:23][c:24]([F:27])[cH:25][cH:26]2)[cH:4][c:5]([CH2:17][N:34]2[CH2:29][CH2:30][O:31][CH2:32][CH2:33]2)[n:6](-[c:9]2[c:10]([F:16])[cH:11][cH:12][cH:13][c:14]2[F:15])[c:7]1=[O:8]. Starting materials: FC=1C=C(C#N)C=CC1 (3-Fluorobenzonitrile), N1CCOCC1 (morpholine). Solvent: C(C)#N (acetonitrile). Conditions: temperature 110 celsius, time 3 day. Yields the product O1CCN(CC1)C=1C=C(C#N)C=CC1 (3-Morpholinobenzonitrile). Yield: 26.6%. RXN SMILES: F[C:2]1[CH:3]=[C:4]([CH:7]=[CH:8][CH:9]=1)[C:5]#[N:6].[NH:10]1[CH2:15][CH2:14][O:13][CH2:12][CH2:11]1>C(#N)C>[O:13]1[CH2:14][CH2:15][N:10]([C:2]2[CH:3]=[C:4]([CH:7]=[CH:8][CH:9]=2)[C:5]#[N:6])[CH2:11][CH2:12]1. Procedure: 3-Fluorobenzonitrile (4.35 g, 36.0 mmol) was dissolved in acetonitrile (40 ml), and morpholine (110 ml, 1.25 mol) was added thereto followed by stirring at 110° C. for 3 days and nights. The reaction mixture was concentrated to give oily substances which were then purified by silica gel chromatography (eluent: chloroform) to give the title compound (1.80 g, 27%) as oily substances. Reactants: C(CCC)C1=C(C=CC=C1)O (butylphenol), CNC(OCC)=O (ethyl N-methylcarbamate), P(=O)(Cl)(Cl)Cl (phosphoryl chloride). Solvent: C1(=CC=CC=C1)C (toluene). The product is CNC(OC1=C(C=CC=C1)CCCC)=O (butylphenyl N-methylcarbamate), ( III ). RXN SMILES: [CH2:1]([C:5]1[CH:10]=[CH:9][CH:8]=[CH:7][C:6]=1[OH:11])[CH2:2][CH2:3][CH3:4].[CH3:12][NH:13][C:14](=O)[O:15]CC.P(Cl)(Cl)(Cl)=O>C1(C)C=CC=CC=1>[CH3:12][NH:13][C:14](=[O:15])[O:11][C:6]1[CH:7]=[CH:8][CH:9]=[CH:10][C:5]=1[CH2:1][CH2:2][CH2:3][CH3:4]. Procedure: To a solution of 2-sec butylphenol (1.5 g, 0.01 mole) and ethyl N-methylcarbamate (1.03 g, 0.01 mole) in toluene (10 ml) at 60° C., phosphoryl chloride (0.77 g, 0.05 mole) was added dropwise during 0.5 hours and the contents refluxed for 5 hours. It was worked up as described earlier to furnish 2-sec butylphenyl N-methylcarbamate of the formula (III). The reactants are CCN(CC)C(=O)NC1CC2c3cccc4c3c(c(Br)n4[Si](c3ccccc3)(c3ccccc3)C(C)(C)C)CC2N(C)C1, ClC(Cl)Cl. Yields the product CCN(CC)C(=O)NC1C=C2c3cccc4c3c(c(Br)n4[Si](c3ccccc3)(c3ccccc3)C(C)(C)C)CC2N(C)C1. Reaction SMILES: [Br:1][c:2]1[c:3]2[c:34]3[c:11]([cH:12][cH:13][cH:14][c:15]3[n:16]1[Si:17]([c:18]1[cH:19][cH:20][cH:21][cH:22][cH:23]1)([c:24]1[cH:25][cH:26][cH:27][cH:28][cH:29]1)[C:30]([CH3:31])([CH3:32])[CH3:33])[CH:10]1[CH:5]([CH2:4]2)[N:6]([CH3:43])[CH2:7][CH:8]([NH:35][C:36]([N:37]([CH2:38][CH3:39])[CH2:40][CH3:41])=[O:42])[CH2:9]1.[CH:44]([Cl:45])([Cl:46])[Cl:47]>>[Br:1][c:2]1[c:3]2[c:34]3[c:11]([cH:12][cH:13][cH:14][c:15]3[n:16]1[Si:17]([c:18]1[cH:19][cH:20][cH:21][cH:22][cH:23]1)([c:24]1[cH:25][cH:26][cH:27][cH:28][cH:29]1)[C:30]([CH3:31])([CH3:32])[CH3:33])[C:10]1=[CH:9][CH:8]([NH:35][C:36]([N:37]([CH2:38][CH3:39])[CH2:40][CH3:41])=[O:42])[CH2:7][N:6]([CH3:43])[CH:5]1[CH2:4]2. Reactants: FC=1C=CC2=C(C(N(CC=3N2C=NC3C=NO)C)=O)C1 (8-fluoro-5,6-dihydro-5-methyl-6-oxo-4H-imidazo[1,5-a][1,4]benzodiazepine-3-carboxaldehyde-3-oxime). Run in C(C)(=O)OC(C)=O (acetic acid anhydride). The product is FC=1C=CC2=C(C(N(CC=3N2C=NC3C#N)C)=O)C1 (8-fluoro-5,6-dihydro-5-methyl-6-oxo-4H-imidazo[1,5-a][1,4]benzodiazepine-3-carbonitrile). Reaction SMILES: [F:1][C:2]1[CH:3]=[CH:4][C:5]2[N:11]3[CH:12]=[N:13][C:14]([CH:15]=[N:16]O)=[C:10]3[CH2:9][N:8]([CH3:18])[C:7](=[O:19])[C:6]=2[CH:20]=1>C(OC(=O)C)(=O)C>[F:1][C:2]1[CH:3]=[CH:4][C:5]2[N:11]3[CH:12]=[N:13][C:14]([C:15]#[N:16])=[C:10]3[CH2:9][N:8]([CH3:18])[C:7](=[O:19])[C:6]=2[CH:20]=1. Procedure: 1.65 g (6 mmol) of 8-fluoro-5,6-dihydro-5-methyl-6-oxo-4H-imidazo[1,5-a][1,4]benzodiazepine-3-carboxaldehyde-3-oxime are heated to boiling under reflux for 4.5 hours in 15 ml of acetic acid anhydride and the mixture is evaporated. The residue is taken up in 100 ml of chloroform and the solution is washed once with saturated sodium hydrogen carbonate solution and once with water. The chloroform solution is dried over magnesium sulphate and concentrated. After column chromatography and recrystalli... Starting materials: N1=CC(=CC=C1)S(=O)(=O)Cl (3-pyridine sulfonyl chloride), [H-].[Na+] (sodium hydride), CC(C(=O)ONC(=O)OC(C)(C)C)(C)C ([(tert-butoxy)carbonyl]amino 2,2-dimethylpropanoate). Yields the product CC(C(=O)ON(S(=O)(=O)C=1C=NC=CC1)C(=O)OC(C)(C)C)(C)C (N-[(tert-butoxy)carbonyl]pyridine-3-sulfonamido 2,2-dimethylpropanoate). Reaction SMILES: [N:1]1[CH:6]=[CH:5][CH:4]=[C:3]([S:7](Cl)(=[O:9])=[O:8])[CH:2]=1.[H-].[Na+].[CH3:13][C:14]([CH3:27])([CH3:26])[C:15]([O:17][NH:18][C:19]([O:21][C:22]([CH3:25])([CH3:24])[CH3:23])=[O:20])=[O:16]>>[CH3:13][C:14]([CH3:27])([CH3:26])[C:15]([O:17][N:18]([C:19]([O:21][C:22]([CH3:25])([CH3:24])[CH3:23])=[O:20])[S:7]([C:3]1[CH:2]=[N:1][CH:6]=[CH:5][CH:4]=1)(=[O:9])=[O:8])=[O:16] |f:1.2|. Reported procedure: N-[(tert-Butoxy)carbonyl]pyridine-3-sulfonamido 2,2-dimethylpropanoate (77) is synthesised from 3-pyridine sulfonyl chloride, sodium hydride and [(tert-butoxy)carbonyl]amino 2,2-dimethylpropanoate according to Scheme 2. (0.99 g, 58%), 1H NMR (500 MHz, CHLOROFORM-d) δ ppm 9.16-9.26 (1H, m), 8.89 (1H, d, 4.4 Hz), 8.36 (1H, d, 8.2 Hz), 7.54 (1H, dd, 8.2, 4.9 Hz), 1.42 (9H, s), 1.37 (9H, s) Starting materials: C(=O)(O)[O-].[Na+] (NaHCO3), C(C)[SiH](CC)CC (triethylsilane), C(=O)(C(F)(F)F)O (TFA), ClC=1C=C2C=C(C(OC2=CC1C(C=1SC=CC1)O)C(F)(F)F)C(=O)OCC (ethyl 6-chloro-7-[hydroxy(thien-2-yl)methyl]-2-(trifluoromethyl)-2H-chromene-3-carboxylate). The solvent is O (H2O), C(Cl)Cl (DCM). Run at temperature 25 celsius, time 24 hour. Product: ClC=1C=C2C=C(C(OC2=CC1CC=1SC=CC1)C(F)(F)F)C(=O)OCC (ethyl 6-chloro-7-(thien-2-ylmethyl)-2-(trifluoromethyl)-2H-chromene-3-carboxylate). As a reaction SMILES: [Cl:1][C:2]1[CH:3]=[C:4]2[C:9](=[CH:10][C:11]=1[CH:12](O)[C:13]1[S:14][CH:15]=[CH:16][CH:17]=1)[O:8][CH:7]([C:19]([F:22])([F:21])[F:20])[C:6]([C:23]([O:25][CH2:26][CH3:27])=[O:24])=[CH:5]2.C([SiH](CC)CC)C.C(O)(C(F)(F)F)=O.C([O-])(O)=O.[Na+]>C(Cl)Cl.O>[Cl:1][C:2]1[CH:3]=[C:4]2[C:9](=[CH:10][C:11]=1[CH2:12][C:13]1[S:14][CH:15]=[CH:16][CH:17]=1)[O:8][CH:7]([C:19]([F:22])([F:21])[F:20])[C:6]([C:23]([O:25][CH2:26][CH3:27])=[O:24])=[CH:5]2 |f:3.4|. Procedure: The crude oil from Example 170 Step 2 was dissolved in I mL of DCM. To this solution was added triethylsilane (41 μL, 0.26 mmol) and 20 μL of TFA and stirred at 25° C. After 24 h, the solution was stirred vigorously with solid NaHCO3 and H2O, which quenched the reaction. Stirring was stopped after 5 min, and the solution was allowed to separate into layers. The reaction mixture stood in this state for one day prior to workup. The organic layer was dried over MgSO4, filtered, and evaporated under...